From a dataset of the Open Reaction Database (ORD), a public repository of structured organic reaction records. describe an organic reaction: reactants, conditions, products, and yield Starting materials: [Si](C1=CC=CC=C1)(C1=CC=CC=C1)(C(C)(C)C)O[C@@H]1CC[C@H]([C@@H](C1)C(=O)OC(C)(C)C)C(N(C)CCCCC=C)=O ((1R,2R,5R)-tert-butyl 5-(tert-butyldiphenylsilyloxy)-2-(hex-5-enyl(methyl)carbamoyl)cyclohexanecarboxylate), C(=O)(C(F)(F)F)O (TFA). The solvent is C(Cl)Cl (DCM). Reaction conditions: time 16 hour. Yields the product [Si](C1=CC=CC=C1)(C1=CC=CC=C1)(C(C)(C)C)O[C@@H]1CC[C@H]([C@@H](C1)C(=O)O)C(N(C)CCCCC=C)=O ((1R,2R,5R)-5-(tert-butyldiphenylsilyloxy)-2-(hex-5-enyl(methyl)carbamoyl)cyclohexanecarboxylic acid). Isolated yield 48.0%. RXN SMILES: [Si:1]([O:18][C@H:19]1[CH2:24][C@@H:23]([C:25]([O:27]C(C)(C)C)=[O:26])[C@H:22]([C:32](=[O:41])[N:33]([CH2:35][CH2:36][CH2:37][CH2:38][CH:39]=[CH2:40])[CH3:34])[CH2:21][CH2:20]1)([C:14]([CH3:17])([CH3:16])[CH3:15])([C:8]1[CH:13]=[CH:12][CH:11]=[CH:10][CH:9]=1)[C:2]1[CH:7]=[CH:6][CH:5]=[CH:4][CH:3]=1.C(O)(C(F)(F)F)=O>C(Cl)Cl>[Si:1]([O:18][C@H:19]1[CH2:24][C@@H:23]([C:25]([OH:27])=[O:26])[C@H:22]([C:32](=[O:41])[N:33]([CH2:35][CH2:36][CH2:37][CH2:38][CH:39]=[CH2:40])[CH3:34])[CH2:21][CH2:20]1)([C:14]([CH3:17])([CH3:16])[CH3:15])([C:8]1[CH:13]=[CH:12][CH:11]=[CH:10][CH:9]=1)[C:2]1[CH:3]=[CH:4][CH:5]=[CH:6][CH:7]=1. Procedure details: To a solution of compound 39 (1.07 mmol) in anhydrous DCM (70 mL) was added TFA (42.6 mmol) slowly. The reaction mixture was stirred at room temperature for 16 hrs. The reaction mixture was concentrated and purified by silica gel chromatography (DCM/MeOH) to yield compound 40 as a yellow oil in 48% yield. MS (ESI, EI+): m/z=522 (MH+).